This data is from the Open Reaction Database (ORD), a public repository of structured organic reaction records. The task is: describe an organic reaction: reactants, conditions, products, and yield Reactants: Cc1ccccc1, CSSC, Cc1ccc(O)cc1. Product: CSc1cc(C)ccc1O. Reaction SMILES: [CH3:13][c:14]1[cH:15][cH:16][cH:17][cH:18][cH:19]1.[CH3:9][S:10][S:11][CH3:12].[cH:1]1[cH:2][c:3]([CH3:8])[cH:4][cH:5][c:6]1[OH:7]>>[c:1]1([S:10][CH3:9])[cH:2][c:3]([CH3:8])[cH:4][cH:5][c:6]1[OH:7].